Dataset: the Open Reaction Database (ORD), a public repository of structured organic reaction records. Task: describe an organic reaction: reactants, conditions, products, and yield Procedure: The second method relates to a process for the direct sulfonation of ethanol with gaseous sulfur trioxide. A two stage process is described by Breslow et al (J. Am. Chem. Soc., 1954, Vol 76, pp 5361-5363). First, ethanol is reacted with the first mole of sulfur trioxide at a lower temperature of 0-5° C., then with the second mole of sulfur trioxide at a higher temperature of 50-70° C. Ethionic acid is obtained as a viscous, pale amber liquid. This two stage process is difficult to implement on a... The product is S(=O)(=O)(O)CCS(=O)(=O)O (Ethionic acid). Starting materials: S(=O)(=O)=O (sulfur trioxide), C(C)O (ethanol), S(=O)(=O)=O (sulfur trioxide), C(C)O (ethanol), S(=O)(=O)=O (sulfur trioxide). RXN SMILES: [S:1](=[O:4])(=[O:3])=[O:2].[CH2:5](O)[CH3:6]>>[S:1]([CH2:6][CH2:5][S:1]([OH:4])(=[O:3])=[O:2])([OH:4])(=[O:3])=[O:2]. The reactants are Nc1cccc(-c2c(Cc3ccccc3)cnc3c(C(F)(F)F)cccc23)c1, O=Cc1cccc(C(F)(F)F)c1. Product: FC(F)(F)c1cccc(CNc2cccc(-c3c(Cc4ccccc4)cnc4c(C(F)(F)F)cccc34)c2)c1. Reaction SMILES: [CH2:1]([c:2]1[cH:3][cH:4][cH:5][cH:6][cH:7]1)[c:8]1[cH:9][n:10][c:11]2[c:12]([C:25]([F:26])([F:27])[F:28])[cH:13][cH:14][cH:15][c:16]2[c:17]1-[c:18]1[cH:19][c:20]([NH2:24])[cH:21][cH:22][cH:23]1.[F:29][C:30]([c:31]1[cH:32][c:33]([CH:34]=[O:35])[cH:36][cH:37][cH:38]1)([F:39])[F:40]>>[CH2:1]([c:2]1[cH:3][cH:4][cH:5][cH:6][cH:7]1)[c:8]1[cH:9][n:10][c:11]2[c:12]([C:25]([F:26])([F:27])[F:28])[cH:13][cH:14][cH:15][c:16]2[c:17]1-[c:18]1[cH:19][c:20]([NH:24][CH2:34][c:33]2[cH:32][c:31]([C:30]([F:29])([F:39])[F:40])[cH:38][cH:37][cH:36]2)[cH:21][cH:22][cH:23]1.